Dataset: the Open Reaction Database (ORD), a public repository of structured organic reaction records. Task: describe an organic reaction: reactants, conditions, products, and yield Reactants: CCCCCCN1CC2C(C1)C2(C)c1cccc(N)c1, C, ClCCl, O=S(=O)(Cl)Cl, c1ccncc1. The product is CCCCCCN1CC2C(C1)C2(C)c1cccc(NS(C)(=O)=O)c1. As a reaction SMILES: [CH2:1]([CH2:2][CH2:3][CH2:4][CH2:5][CH3:6])[N:7]1[CH2:8][CH:9]2[C:10]([CH3:13])([c:14]3[cH:15][c:16]([NH2:20])[cH:17][cH:18][cH:19]3)[CH:11]2[CH2:12]1.[CH4:32].[Cl:33][CH2:34][Cl:35].[S:27](=[O:28])(=[O:29])([Cl:30])[Cl:31].[cH:21]1[cH:22][cH:23][n:24][cH:25][cH:26]1>>[CH2:1]([CH2:2][CH2:3][CH2:4][CH2:5][CH3:6])[N:7]1[CH2:8][CH:9]2[C:10]([CH3:13])([c:14]3[cH:15][c:16]([NH:20][S:27](=[O:28])(=[O:29])[CH3:32])[cH:17][cH:18][cH:19]3)[CH:11]2[CH2:12]1.